The task is: describe an organic reaction: reactants, conditions, products, and yield. This data is from the Open Reaction Database (ORD), a public repository of structured organic reaction records. Starting materials: 17.B, C(C=O)(=O)O (glyoxylic acid), C(C)(C)N1N=C(C=C1N)C1=CC=NC=C1 (1-Isopropyl-3-(pyridin-4-yl)-1H-pyrazol-5-amine), C(=O)(OC(C)(C)C)N[C@@H](CC1=CC=C(C=C1)Cl)C(=O)O (Boc-4-chloro L-phenylalanine). Product: ClC1=CC=C(C=C1)C[C@@H](C(=O)NC1=CC(=NN1C(C)C)C1=CC=NC=C1)NCC(=O)O ((S)-2-(3-(4-Chlorophenyl)-1-(1-isopropyl-3-(pyridin-4-yl)-1H-pyrazol-5-ylamino)-1-oxopropan-2-ylamino)acetic acid), Cl (HCl). Yield: 14.0%. As a reaction SMILES: [CH:1]([N:4]1[C:8]([NH2:9])=[CH:7][C:6]([C:10]2[CH:15]=[CH:14][N:13]=[CH:12][CH:11]=2)=[N:5]1)([CH3:3])[CH3:2].[C:16]([NH:23][C@H:24]([C:33]([OH:35])=O)[CH2:25][C:26]1[CH:31]=[CH:30][C:29]([Cl:32])=[CH:28][CH:27]=1)(OC(C)(C)C)=O.[C:36]([OH:40])(=[O:39])C=O>>[Cl:32][C:29]1[CH:28]=[CH:27][C:26]([CH2:25][C@H:24]([NH:23][CH2:16][C:36]([OH:40])=[O:39])[C:33]([NH:9][C:8]2[N:4]([CH:1]([CH3:3])[CH3:2])[N:5]=[C:6]([C:10]3[CH:15]=[CH:14][N:13]=[CH:12][CH:11]=3)[CH:7]=2)=[O:35])=[CH:31][CH:30]=1.[ClH:32]. Procedure: This title compound was prepared starting from 29.B (169 mg, 0.84 mmol) and Boc-4-chloro L-phenylalanine (available from Chem-Impex International, Inc. (305 mg, 1.0 mmol) according the procedure described above for conversion of 17.B to 17.2, except that glyoxylic acid (1.0 equiv.) was used in the last step. After purification by preparative HPLC (5-40% CH3CN/water, 45 min), product fractions were collected, treated with 1.0 N HCl, and concentrated to provided 29 HCl salt as colorless solid (52 ...